Dataset: the Open Reaction Database (ORD), a public repository of structured organic reaction records. Task: describe an organic reaction: reactants, conditions, products, and yield Reactants: ClC1=C(C=CC(=C1)Cl)C1N(CCC(C1)C1=CC(NO1)=O)C(=O)OC (Methyl 2-(2,4-dichlorophenyl)-4-(3-oxo-2,3-dihydroisoxazol-5-yl)piperidine-1-carboxylate). Solvent: C(C)#N (acetonitrile). Product: ClC1=C(C=CC(=C1)Cl)[C@H]1N(CC[C@H](C1)C1=CC(NO1)=O)C(=O)OC ((2S,4R)-methyl 2-(2,4-dichlorophenyl)-4-(3-oxo-2,3-dihydroisoxazol-5-yl)piperidine-1-carboxylate). Isolated yield 39.1%. RXN SMILES: [Cl:1][C:2]1[CH:7]=[C:6]([Cl:8])[CH:5]=[CH:4][C:3]=1[CH:9]1[CH2:14][CH:13]([C:15]2[O:19][NH:18][C:17](=[O:20])[CH:16]=2)[CH2:12][CH2:11][N:10]1[C:21]([O:23][CH3:24])=[O:22]>C(#N)C>[Cl:1][C:2]1[CH:7]=[C:6]([Cl:8])[CH:5]=[CH:4][C:3]=1[C@@H:9]1[CH2:14][C@H:13]([C:15]2[O:19][NH:18][C:17](=[O:20])[CH:16]=2)[CH2:12][CH2:11][N:10]1[C:21]([O:23][CH3:24])=[O:22]. Procedure details: Methyl 2-(2,4-dichlorophenyl)-4-(3-oxo-2,3-dihydroisoxazol-5-yl)piperidine-1-carboxylate (0.870 g, 2.34 mmol) was subjected to chiral preparative HPLC: Separation 1: The enantiomers were separated using chiral preparative HPLC (Column: ReproSil (250×50 mm), 8 μm particle size, mobile phase: Heptane/EtOH/FA 60/40/0.1, flow rate 120 mL/min) to yield a mixture of one cis- and one trans-enantiomer. Separation 2: The enantiomers were separated using chiral preparative HPLC (Column: CelluCoat (250×20 ... Reported procedure: A mixture of tert-butyl 2-(4-(N-(2-morpholinoethyl)methylsulfonamido)-1,3-dioxoisoindolin-2-yl)acetate (256 mg, 0.548 mmol) and TFA (844 μl, 10.95 mmol) in DCM (5 ml) was stirred at room temperature for 48 hours. The mixture was evaporated and so obtained crude of 2-(4-(N-(2-morpholinoethyl)-methylsulfonamido)-1,3-dioxoisoindolin-2-yl)acetic acid 2,2,2-trifluoroacetic acid salt (MS/ESI+ 412 [MH]+) was used as such in the following reaction. Solvent: C(Cl)Cl (DCM). The product is FC(C(=O)O)(F)F.O1CCN(CC1)CCN(S(=O)(=O)C)C1=C2C(N(C(C2=CC=C1)=O)CC(=O)O)=O (2-(4-(N-(2-morpholinoethyl)-methylsulfonamido)-1,3-dioxoisoindolin-2-yl)acetic acid 2,2,2-trifluoroacetic acid salt). Reactants: O1CCN(CC1)CCN(S(=O)(=O)C)C1=C2C(N(C(C2=CC=C1)=O)CC(=O)OC(C)(C)C)=O (tert-butyl 2-(4-(N-(2-morpholinoethyl)methylsulfonamido)-1,3-dioxoisoindolin-2-yl)acetate), C(=O)(C(F)(F)F)O (TFA). Run at time 48 hour. RXN SMILES: [O:1]1[CH2:6][CH2:5][N:4]([CH2:7][CH2:8][N:9]([C:14]2[CH:22]=[CH:21][CH:20]=[C:19]3[C:15]=2[C:16](=[O:32])[N:17]([CH2:24][C:25]([O:27]C(C)(C)C)=[O:26])[C:18]3=[O:23])[S:10]([CH3:13])(=[O:12])=[O:11])[CH2:3][CH2:2]1.[C:33]([OH:39])([C:35]([F:38])([F:37])[F:36])=[O:34]>C(Cl)Cl>[F:36][C:35]([F:38])([F:37])[C:33]([OH:39])=[O:34].[O:1]1[CH2:6][CH2:5][N:4]([CH2:7][CH2:8][N:9]([C:14]2[CH:22]=[CH:21][CH:20]=[C:19]3[C:15]=2[C:16](=[O:32])[N:17]([CH2:24][C:25]([OH:27])=[O:26])[C:18]3=[O:23])[S:10]([CH3:13])(=[O:12])=[O:11])[CH2:3][CH2:2]1 |f:3.4|. The reactants are CO, [Na+], OO, O=S([O-])O, O=C(c1ccc(C=Cc2n[nH]c3ccccc23)cc1)N1CCNCC1. The product is O=C(c1ccc(C=Cc2n[nH]c3ccccc23)cc1)N1CCN(O)CC1. Reaction SMILES: [CH3:33][OH:34].[Na+:32].[OH:26][OH:27].[S:28](=[O:29])([O-:30])[OH:31].[nH:1]1[n:2][c:3]([CH:10]=[CH:11][c:12]2[cH:13][cH:14][c:15]([C:16](=[O:17])[N:18]3[CH2:19][CH2:20][NH:21][CH2:22][CH2:23]3)[cH:24][cH:25]2)[c:4]2[cH:5][cH:6][cH:7][cH:8][c:9]12>>[nH:1]1[n:2][c:3]([CH:10]=[CH:11][c:12]2[cH:13][cH:14][c:15]([C:16](=[O:17])[N:18]3[CH2:19][CH2:20][N:21]([OH:29])[CH2:22][CH2:23]3)[cH:24][cH:25]2)[c:4]2[cH:5][cH:6][cH:7][cH:8][c:9]12. Starting materials: CO, COC(=O)c1ccc2c(C3CCCCC3)c3n(c2c1)CCN(CCN(C)C)Cc1ccoc1-3, Cl, [Na+], [OH-]. The product is CN(C)CCN1CCn2c(c(C3CCCCC3)c3ccc(C(=O)O)cc32)-c2occc2C1. As a reaction SMILES: [CH3:37][OH:38].[CH:1]1([c:7]2[c:8]3[n:9]([c:10]4[cH:11][c:12]([C:16](=[O:17])[O:18][CH3:19])[cH:13][cH:14][c:15]24)[CH2:20][CH2:21][N:22]([CH2:29][CH2:30][N:31]([CH3:32])[CH3:33])[CH2:23][c:24]2[c:25]-3[o:26][cH:27][cH:28]2)[CH2:2][CH2:3][CH2:4][CH2:5][CH2:6]1.[ClH:36].[Na+:35].[OH-:34]>>[CH:1]1([c:7]2[c:8]3[n:9]([c:10]4[cH:11][c:12]([C:16](=[O:17])[OH:18])[cH:13][cH:14][c:15]24)[CH2:20][CH2:21][N:22]([CH2:29][CH2:30][N:31]([CH3:32])[CH3:33])[CH2:23][c:24]2[c:25]-3[o:26][cH:27][cH:28]2)[CH2:2][CH2:3][CH2:4][CH2:5][CH2:6]1. The reactants are C(C)N1C(=CC2=CC=CC=C12)C (1-ethyl-2-methylindole), C1(\C=C/C(=O)O1)=O (maleic anhydride). Solvent: C1=CC=CC=C1 (benzene). Yields the product C(C)N1C(=C(C2=CC=CC=C12)C(C(=O)O)CC(=O)C1=C(N(C2=CC=CC=C12)CC)C)C (2,4-bis(1-ethyl-2-methyl-3-indolyl)-4-oxobutanoic acid). Isolated yield 30.8%. Reaction SMILES: [CH2:1]([N:3]1[C:11]2[C:6](=[CH:7][CH:8]=[CH:9][CH:10]=2)[CH:5]=[C:4]1[CH3:12])[CH3:2].[C:13]1(=[O:19])[O:18][C:16](=[O:17])[CH:15]=[CH:14]1>C1C=CC=CC=1>[CH2:1]([N:3]1[C:11]2[C:6](=[CH:7][CH:8]=[CH:9][CH:10]=2)[C:5]([CH:14]([CH2:15][C:16]([C:5]2[C:6]3[C:11](=[CH:10][CH:9]=[CH:8][CH:7]=3)[N:3]([CH2:1][CH3:2])[C:4]=2[CH3:12])=[O:17])[C:13]([OH:18])=[O:19])=[C:4]1[CH3:12])[CH3:2]. Procedure: A stirred mixture of 160.0 g (0.97 mole) of 1-ethyl-2-methylindole (95 percent assay), 40.0 g (0.408 mole) of maleic anhydride and 700 ml of benzene was heated at reflux for a period of approximately eighteen hours and then cooled to ambient temperature. The separated solid was collected by filtration and dried in vacuo at 60° C. to obtain 52.4 g of 2,4-bis(1-ethyl-2-methyl-3-indolyl)-4-oxobutanoic acid (Formula VII: R=CH3CH2 ; R1 =CH3 ; Y=H), a white solid melting over the range of 221°-225° C.